From a dataset of the Open Reaction Database (ORD), a public repository of structured organic reaction records. describe an organic reaction: reactants, conditions, products, and yield Reaction SMILES: [F:1][C:2]1[CH:7]=[CH:6][C:5]([C:8]([F:11])([F:10])[F:9])=[CH:4][C:3]=1[N:12]=[C:13]=[O:14].[F:15][C:16]1[CH:22]=[C:21]([O:23][C:24]2[C:29]3=[N:30][CH:31]=[C:32]([N:34]4[CH2:39][CH2:38][N:37]([CH3:40])[CH2:36][CH2:35]4)[N:33]=[C:28]3[N:27]=[CH:26][CH:25]=2)[CH:20]=[CH:19][C:17]=1[NH2:18]>>[F:15][C:16]1[CH:22]=[C:21]([O:23][C:24]2[C:29]3=[N:30][CH:31]=[C:32]([N:34]4[CH2:35][CH2:36][N:37]([CH3:40])[CH2:38][CH2:39]4)[N:33]=[C:28]3[N:27]=[CH:26][CH:25]=2)[CH:20]=[CH:19][C:17]=1[NH:18][C:13]([NH:12][C:3]1[CH:4]=[C:5]([C:8]([F:11])([F:10])[F:9])[CH:6]=[CH:7][C:2]=1[F:1])=[O:14]. Procedure: Method F3 was used with 2-Fluoro-5-(trifluoromethyl)phenyl isocyanate and 2-fluoro-4-(3-(4-methylpiperazin-1-yl)pyrido[3,2-b]pyrazin-8-yloxy)aniline to give the title compound as a yellow solid. Yield: 30 mg (64%). Yields the product FC1=C(C=CC(=C1)OC1=CC=NC=2C1=NC=C(N2)N2CCN(CC2)C)NC(=O)NC2=C(C=CC(=C2)C(F)(F)F)F (1-(2-Fluoro-4-(3-(4-methylpiperazin-1-yl)pyrido[3,2-b]pyrazin-8-yloxy)phenyl)-3-(2-fluoro-5-(trifluoromethyl)phenyl)urea). Reactants: FC1=C(C=C(C=C1)C(F)(F)F)N=C=O (2-Fluoro-5-(trifluoromethyl)phenyl isocyanate), FC1=C(N)C=CC(=C1)OC1=CC=NC=2C1=NC=C(N2)N2CCN(CC2)C (2-fluoro-4-(3-(4-methylpiperazin-1-yl)pyrido[3,2-b]pyrazin-8-yloxy)aniline). Reaction SMILES: [CH2:1]([CH:3]([CH2:15][CH2:16][CH2:17][CH3:18])[CH2:4][N:5]1[C:9]2[CH:10]=[CH:11][CH:12]=[CH:13][C:8]=2[N:7]=[C:6]1[CH3:14])[CH3:2].CC1NC2C=CC=CC=2N=1.C(C(CCCC)CBr)C.[NH2:38][C:39]1[CH:44]=[CH:43][CH:42]=[CH:41][C:40]=1[SH:45].[S]>N1C=CC=CC=1>[CH2:1]([CH:3]([CH2:15][CH2:16][CH2:17][CH3:18])[CH2:4][N:5]1[C:9]2[CH:10]=[CH:11][CH:12]=[CH:13][C:8]=2[N:7]=[C:6]1[C:14]1[S:45][C:40]2[CH:41]=[CH:42][CH:43]=[CH:44][C:39]=2[N:38]=1)[CH3:2] |^3:45|. Reported procedure: 48.8 g (0.2 mol) of 1-(2-ethylhexyl)-2-methylbenzimidazole (prepared by the alkylation of 2-methylbenzimidazole and 2-ethylhexyl bromide under phase transfer conditions), 25 g (0.2 mol) of o-aminothiophenol and 19.2 g (0.6 mol) of sulphur in 200 ml of pyridine are heated for 18 hours under reflux. Then the pyridine is distilled off and the remaining residue is dissolved by heating in 80 g of ethanol. After cooling, 55.2 g (76% of theory) of the product, which, according to its melting point and ... Yields the product C(C)C(CN1C(=NC2=C1C=CC=C2)C=2SC1=C(N2)C=CC=C1)CCCC (2-(1-(2-ethylhexyl)benzimidazol-2-yl)-benzothiazole). The reactants are C(C)C(CN1C(=NC2=C1C=CC=C2)C)CCCC (1-(2-ethylhexyl)-2-methylbenzimidazole), CC=1NC2=C(N1)C=CC=C2 (2-methylbenzimidazole), C(C)C(CBr)CCCC (2-ethylhexyl bromide), NC1=C(C=CC=C1)S (o-aminothiophenol), [S] (sulphur). Solvent: N1=CC=CC=C1 (pyridine). Yield: 102.4%. Solvent: C(Cl)(Cl)Cl (chloroform), C(C)OCC (diethyl ether). Product: aimed compound, COC1=CC=C(C=C1)C=1C=CC(=C(N)C1)[N+](=O)[O-] (5-(4′-methoxyphenyl)-2-nitroaniline). The reagents and catalysts are C=1C=CC(=CC1)/C=C/C(=O)/C=C/C2=CC=CC=C2.C=1C=CC(=CC1)/C=C/C(=O)/C=C/C2=CC=CC=C2.C=1C=CC(=CC1)/C=C/C(=O)/C=C/C2=CC=CC=C2.[Pd].[Pd] (tris(dibenzylideneacetone)dipalladium), C(C)(C)(C)P(C(C)(C)C)C(C)(C)C (tris-t-butylphosphine). RXN SMILES: O1CCOCC1.[CH3:7][O:8][C:9]1[CH:14]=[CH:13][C:12](OB(O)O)=[CH:11][CH:10]=1.C(=O)([O-])[O-].[Cs+].[Cs+].Cl[C:26]1[CH:27]=[CH:28][C:29]([N+:33]([O-:35])=[O:34])=[C:30]([CH:32]=1)[NH2:31]>C1C=CC(/C=C/C(/C=C/C2C=CC=CC=2)=O)=CC=1.C1C=CC(/C=C/C(/C=C/C2C=CC=CC=2)=O)=CC=1.C1C=CC(/C=C/C(/C=C/C2C=CC=CC=2)=O)=CC=1.[Pd].[Pd].C(P(C(C)(C)C)C(C)(C)C)(C)(C)C.C(Cl)(Cl)Cl.C(OCC)C>[CH3:7][O:8][C:9]1[CH:14]=[CH:13][C:12]([C:26]2[CH:27]=[CH:28][C:29]([N+:33]([O-:35])=[O:34])=[C:30]([CH:32]=2)[NH2:31])=[CH:11][CH:10]=1 |f:2.3.4,6.7.8.9.10|. Reactants: O1CCOCC1 (dioxane), COC1=CC=C(C=C1)OB(O)O (p-methoxyphenyl boric acid), C([O-])([O-])=O.[Cs+].[Cs+] (cesium carbonate), ClC=1C=CC(=C(N)C1)[N+](=O)[O-] (5-chloro-2-nitroaniline), O1CCOCC1 (dioxane). Procedure: Under an argon stream, a dioxane solution (10 ml) of tris-t-butylphosphine (240 mg) was added to a mixture of p-methoxyphenyl boric acid (4.364 g), tris(dibenzylideneacetone)dipalladium (452 mg), cesium carbonate (10.561 g), 5-chloro-2-nitroaniline (4505 mg) and dioxane (50 ml), followed by 2 hours and 10 minutes of heating at 85° C. After cooling to room temperature on standing, diethyl ether (500 ml) and chloroform (500 ml) were added thereto. After insoluble matter was removed by filtration, ... Conditions: temperature 85 celsius, time 10 minute. RXN SMILES: [C:18]([O-:19])(=[O:20])[CH3:21].[C:1]([CH3:2])(=[O:3])[c:4]1[n:5][cH:6][c:7]([CH3:11])[n:8][c:9]1[CH3:10].[CH3:23][OH:24].[ClH:12].[NH2:13][OH:14].[Na+:22].[OH2:15].[OH2:16].[OH2:17]>>[C:1]([CH3:2])([c:4]1[n:5][cH:6][c:7]([CH3:11])[n:8][c:9]1[CH3:10])=[N:13][OH:14]. Reactants: CC(=O)[O-], CC(=O)c1ncc(C)nc1C, CO, Cl, NO, [Na+], O, O, O. Yields the product CC(=NO)c1ncc(C)nc1C. The reactants are OC1=CC=C2CC(COC2=C1)C(=O)OC(C)(C)C (tert-butyl 7-hydroxychromane-3-carboxylate), C(=O)([O-])[O-].[K+].[K+] (K2CO3), CS(=O)(=O)OCCCC=1N=C(OC1C)C1=CC=CC=C1 (3-(5-methyl-2-phenyl-1,3-oxazol-4-yl)propyl methanesulfonate). The solvent is CC#N (CH3CN), C(C)OCC (diethyl ether). Product: C(C)(C)(C)OC(=O)C1COC2=CC(=CC=C2C1)OCCCC=1N=C(OC1C)C1=CC=CC=C1 (tert-butyl-7-[3-(5-Methyl-2-phenyl-4-oxazolyl)propoxy]chromane-3-carboxylate). As a reaction SMILES: [OH:1][C:2]1[CH:11]=[C:10]2[C:5]([CH2:6][CH:7]([C:12]([O:14][C:15]([CH3:18])([CH3:17])[CH3:16])=[O:13])[CH2:8][O:9]2)=[CH:4][CH:3]=1.C([O-])([O-])=O.[K+].[K+].CS(O[CH2:30][CH2:31][CH2:32][C:33]1[N:34]=[C:35]([C:39]2[CH:44]=[CH:43][CH:42]=[CH:41][CH:40]=2)[O:36][C:37]=1[CH3:38])(=O)=O>CC#N.C(OCC)C>[C:15]([O:14][C:12]([CH:7]1[CH2:6][C:5]2[C:10](=[CH:11][C:2]([O:1][CH2:30][CH2:31][CH2:32][C:33]3[N:34]=[C:35]([C:39]4[CH:44]=[CH:43][CH:42]=[CH:41][CH:40]=4)[O:36][C:37]=3[CH3:38])=[CH:3][CH:4]=2)[O:9][CH2:8]1)=[O:13])([CH3:18])([CH3:17])[CH3:16] |f:1.2.3|. Procedure details: To a stirred solution of tert-butyl 7-hydroxychromane-3-carboxylate (250 mg, 1 mmol) in CH3CN (10 ml), K2CO3 (414 mg) and 3-(5-methyl-2-phenyl-1,3-oxazol-4-yl)propyl methanesulfonate (325 mg) were added and the reaction mixture was heated under reflux for overnight. The reaction mixture was cooled to room temperature and diluted with 30 mL of diethyl ether. The diluted solution was passed through a pad of silica and the silica was washed with more ether. The ether solution was evaporated to dryn... Starting materials: N(=NC(=O)OC(C)C)C(=O)OC(C)C (diisopropyl azodicarboxylate), C1(C=2C(C(N1)=O)=CC=CC2)=O (phthalimide), OCCC1OC2=C(C1)C(=C(C(=C2C)C)OCC2=CC=CC=C2)C (2-(RS)-(2-hydroxyethyl)-2,3-dihydro-5-benzyloxy-4,6,7-trimethylbenzofurane), C1(=CC=CC=C1)P(C1=CC=CC=C1)C1=CC=CC=C1 (triphenylphosphine). Run in O1CCCC1 (tetrahydrofurane). Run at time 2 hour. Product: C(C1=CC=CC=C1)OC=1C(=C(C2=C(CC(O2)CCN2C(C=3C(C2=O)=CC=CC3)=O)C1C)C)C (N-[2-(2,3-dihydro-5-benzyloxy-4,6,7-trimethyl-2-benzofuranyl)ethyl]phthalimide). The yield is 94.3%. Reaction SMILES: N(C(OC(C)C)=O)=NC(OC(C)C)=O.O[CH2:16][CH2:17][CH:18]1[CH2:22][C:21]2[C:23]([CH3:37])=[C:24]([O:29][CH2:30][C:31]3[CH:36]=[CH:35][CH:34]=[CH:33][CH:32]=3)[C:25]([CH3:28])=[C:26]([CH3:27])[C:20]=2[O:19]1.C1(P(C2C=CC=CC=2)C2C=CC=CC=2)C=CC=CC=1.[C:57]1(=[O:67])[NH:61][C:60](=[O:62])[C:59]2=[CH:63][CH:64]=[CH:65][CH:66]=[C:58]12>O1CCCC1>[CH2:30]([O:29][C:24]1[C:25]([CH3:28])=[C:26]([CH3:27])[C:20]2[O:19][CH:18]([CH2:17][CH2:16][N:61]3[C:57](=[O:67])[C:58]4=[CH:66][CH:65]=[CH:64][CH:63]=[C:59]4[C:60]3=[O:62])[CH2:22][C:21]=2[C:23]=1[CH3:37])[C:31]1[CH:32]=[CH:33][CH:34]=[CH:35][CH:36]=1. Procedure: 5.7 ml of diisopropyl azodicarboxylate is added, dropwise, to a mixture of 6.0 g of 2-(RS)-(2-hydroxyethyl)-2,3-dihydro-5-benzyloxy-4,6,7-trimethylbenzofurane cold to 0° C., 7.6 g of triphenylphosphine and 3.1 g of phthalimide in 35 ml of anhydrous tetrahydrofurane. After these additions, the mixture is brought to room temperature and stirred for 2 hours. After the solvent has been evaporated, the residue is purified with chromatography column (SiO2), which produces 8.0 g of N-[2-(2,3-dihydro-5-...